From a dataset of the Open Reaction Database (ORD), a public repository of structured organic reaction records. describe an organic reaction: reactants, conditions, products, and yield Reactants: [H-].[Al+3].[Li+].[H-].[H-].[H-] (lithium aluminum hydride), CC(=O)NC1=CC=C(C=C1)OC(=O)C (4-acetoxyacetanilide), [Cl-].[NH4+] (ammonium chloride). The solvent is O1CCCC1 (tetrahydrofuran). The product is C(C)NC1=CC=C(C=C1)O (p-ethylaminophenol). The yield is 61.9%. As a reaction SMILES: [CH3:1][C:2]([NH:4][C:5]1[CH:10]=[CH:9][C:8]([O:11]C(C)=O)=[CH:7][CH:6]=1)=O.[H-].[Al+3].[Li+].[H-].[H-].[H-].[Cl-].[NH4+]>O1CCCC1>[CH2:2]([NH:4][C:5]1[CH:10]=[CH:9][C:8]([OH:11])=[CH:7][CH:6]=1)[CH3:1] |f:1.2.3.4.5.6,7.8|. Procedure details: Five g of this 4-acetoxyacetanilide (0.0259 moles) was dissolved in 200 ml of dry tetrahydrofuran (THF). To this mixture was added slowly, over one-half hour, 1.97 g (0.0518 moles) of lithium aluminum hydride. After the addition of this reagent, the reaction was refluxed for three hours, cooled, and saturated ammonium chloride solution was slowly added. The resultant mixture was filtered, evaporated to dryness and the remaining oil was dissolved in dilute HCl. This solution was extracted with ch... The reactants are C(C)OC(C1=C(C(=CC=C1)SC1=C(NC2=CC(=CC=C12)Cl)C)C)=O (3-(6-chloro-2-methyl-1H-indol-3-ylsulfanyl)-2-methyl-benzoic acid ethyl ester), BrC=1C=NC=C(C1)C (3-bromo-5-methylpyridine). The product is C(C)OC(C1=C(C(=CC=C1)SC1=C(N(C2=CC(=CC=C12)Cl)C=1C=NC=C(C1)C)C)C)=O (3-[6-Chloro-2-methyl-1-(5-methyl-pyridin-3-yl)-1H-indol-3-ylsulfanyl]-2-methyl-benzoic acid ethyl ester). As a reaction SMILES: [CH2:1]([O:3][C:4](=[O:24])[C:5]1[CH:10]=[CH:9][CH:8]=[C:7]([S:11][C:12]2[C:20]3[C:15](=[CH:16][C:17]([Cl:21])=[CH:18][CH:19]=3)[NH:14][C:13]=2[CH3:22])[C:6]=1[CH3:23])[CH3:2].Br[C:26]1[CH:27]=[N:28][CH:29]=[C:30]([CH3:32])[CH:31]=1>>[CH2:1]([O:3][C:4](=[O:24])[C:5]1[CH:10]=[CH:9][CH:8]=[C:7]([S:11][C:12]2[C:20]3[C:15](=[CH:16][C:17]([Cl:21])=[CH:18][CH:19]=3)[N:14]([C:26]3[CH:27]=[N:28][CH:29]=[C:30]([CH3:32])[CH:31]=3)[C:13]=2[CH3:22])[C:6]=1[CH3:23])[CH3:2]. Procedure details: Prepared according to the procedure described in Example 42, Step 4, using the following starting materials: 3-(6-chloro-2-methyl-1H-indol-3-ylsulfanyl)-2-methyl-benzoic acid ethyl ester and 3-bromo-5-methylpyridine. Reactants: ClC1=C(N(N=C1)C)C=1C=C(C=CC1O)NC(=O)NC1=C(C=C(C=C1)F)F (1-[3-(4-chloro-2-methyl-2H-pyrazol-3-yl)-4-hydroxy-phenyl]-3-(2,4-difluoro-phenyl)-urea), C1(=CC=CC=C1)P(C1=CC=CC=C1)C1=CC=CC=C1 (triphenyl phosphine), OCCN1CCCC1 (1-(2-hydroxyethyl)-pyrrolidine), N(=NC(=O)OC(C)C)C(=O)OC(C)C (diisopropyl azodicarboxylate). The solvent is C1CCOC1 (THF). Reaction conditions: time 2 hour. The product is ClC1=C(N(N=C1)C)C=1C=C(C=CC1OCCN1CCCC1)NC(=O)NC1=C(C=C(C=C1)F)F (1-[3-(4-chloro-2-methyl-2H-pyrazol-3-yl)-4-(2-pyrrolidin-1-yl-ethoxy)-phenyl]-3-(2,4-difluoro-phenyl)-urea). Yield: 52.8%. As a reaction SMILES: [Cl:1][C:2]1[CH:6]=[N:5][N:4]([CH3:7])[C:3]=1[C:8]1[CH:9]=[C:10]([NH:15][C:16]([NH:18][C:19]2[CH:24]=[CH:23][C:22]([F:25])=[CH:21][C:20]=2[F:26])=[O:17])[CH:11]=[CH:12][C:13]=1[OH:14].C1(P(C2C=CC=CC=2)C2C=CC=CC=2)C=CC=CC=1.O[CH2:47][CH2:48][N:49]1[CH2:53][CH2:52][CH2:51][CH2:50]1.N(C(OC(C)C)=O)=NC(OC(C)C)=O>C1COCC1>[Cl:1][C:2]1[CH:6]=[N:5][N:4]([CH3:7])[C:3]=1[C:8]1[CH:9]=[C:10]([NH:15][C:16]([NH:18][C:19]2[CH:24]=[CH:23][C:22]([F:25])=[CH:21][C:20]=2[F:26])=[O:17])[CH:11]=[CH:12][C:13]=1[O:14][CH2:47][CH2:48][N:49]1[CH2:53][CH2:52][CH2:51][CH2:50]1. Procedure: To a solution of 1-[3-(4-chloro-2-methyl-2H-pyrazol-3-yl)-4-hydroxy-phenyl]-3-(2,4-difluoro-phenyl)-urea (0.35 g, 0.09 mmol) in anhydrous THF (2 mL), triphenyl phosphine (70.8 mg, 0.27 mmol) and 1-(2-hydroxyethyl)-pyrrolidine (0.032 mL, 0.27 mmol) were added followed by dropwise addition of diisopropyl azodicarboxylate (DIAD) (0.052 mL, 0.27 mmol). The reaction mixture was stirred at room temperature for 2 hours, concentrated to give a crude product that was subjected to purification by preparat... The reactants are C(CCC)[Li] (n-butyl lithium), O(C1=CC=CC=C1)CC=O (phenoxyacetaldehyde), C[Si](C)(C)C#C (trimethylsilylacetylene), Cl (HCl). Run in CCCCCC (hexane), C1CCOC1 (THF), C1CCOC1 (THF), CCOCC.CCCCCC (ether hexane). Reaction conditions: temperature -20 celsius, time 15 minute. Yields the product O(C1=CC=CC=C1)CC(C#C[Si](C)(C)C)O (1-phenoxy-4-trimethylsilylbut-3-yn-2-ol). Yield: 41.7%. Reaction SMILES: [CH3:1][Si:2]([C:5]#[CH:6])([CH3:4])[CH3:3].C([Li])CCC.[O:12]([CH2:19][CH:20]=[O:21])[C:13]1[CH:18]=[CH:17][CH:16]=[CH:15][CH:14]=1.Cl>C1COCC1.CCCCCC.CCOCC.CCCCCC>[O:12]([CH2:19][CH:20]([OH:21])[C:6]#[C:5][Si:2]([CH3:4])([CH3:3])[CH3:1])[C:13]1[CH:18]=[CH:17][CH:16]=[CH:15][CH:14]=1 |f:6.7|. Reported procedure: To 7.2 g of trimethylsilylacetylene dissolved in 110 ml of THF and cooled to -20° C. was added 46.2 ml of 1.55M n-butyl lithium in hexane. The mixture was allowed to come to room temperature for 15 minutes, recooled to -20° C., and treated dropwise with 5.3 g of phenoxyacetaldehyde (II) in THF. After the addition was complete, the reaction mixture was stirred at 0° C. for 4 hours. The reaction mixture was then poured into a mixture of ether:hexane (1:1) over 0.5N HCl and shaken. The organic laye... Reactants: FC(C=1C=C(CN(C=2N=NNN2)CC=2C=NC3=CC=C(C=C3C2N(CC2CC2)CC2CC2)C)C=C(C1)C(F)(F)F)(F)F ((3-{[(3,5-bis-trifluoromethyl-benzyl)-(2H-tetrazol-5-yl)-amino]-methyl}-6-methyl-quinolin-4-yl)-bis-cyclopropylmethyl-amine), [H-].[Na+] (sodium hydride), CI (methyl iodide). Solvent: CCOC(=O)C (EtOAc), CN(C)C=O (DMF). Run at temperature 0 celsius, time 5 minute. The product is FC(C=1C=C(CN(C=2N=NN(N2)C)CC=2C=NC3=CC=C(C=C3C2N(CC2CC2)CC2CC2)C)C=C(C1)C(F)(F)F)(F)F ((3-{[(3,5-bis-trifluoromethyl-benzyl)-(2-methyl-2H-tetrazol-5-yl)-amino]-methyl}-6-methyl-quinolin-4-yl)-bis-cyclopropylmethyl-amine). Yield: 28.6%. RXN SMILES: [F:1][C:2]([F:42])([F:41])[C:3]1[CH:4]=[C:5]([CH:34]=[C:35]([C:37]([F:40])([F:39])[F:38])[CH:36]=1)[CH2:6][N:7]([CH2:13][C:14]1[CH:15]=[N:16][C:17]2[C:22]([C:23]=1[N:24]([CH2:29][CH:30]1[CH2:32][CH2:31]1)[CH2:25][CH:26]1[CH2:28][CH2:27]1)=[CH:21][C:20]([CH3:33])=[CH:19][CH:18]=2)[C:8]1[N:9]=[N:10][NH:11][N:12]=1.[H-].[Na+].[CH3:45]I>CN(C=O)C.CCOC(C)=O>[F:38][C:37]([F:40])([F:39])[C:35]1[CH:34]=[C:5]([CH:4]=[C:3]([C:2]([F:41])([F:1])[F:42])[CH:36]=1)[CH2:6][N:7]([CH2:13][C:14]1[CH:15]=[N:16][C:17]2[C:22]([C:23]=1[N:24]([CH2:29][CH:30]1[CH2:31][CH2:32]1)[CH2:25][CH:26]1[CH2:27][CH2:28]1)=[CH:21][C:20]([CH3:33])=[CH:19][CH:18]=2)[C:8]1[N:9]=[N:10][N:11]([CH3:45])[N:12]=1 |f:1.2|. Procedure details: A mixture of (3-{[(3,5-bis-trifluoromethyl-benzyl)-(2H-tetrazol-5-yl)-amino]-methyl}-6-methyl-quinolin-4-yl)-bis-cyclopropylmethyl-amine (700 mg, 1.18 mmol) and sodium hydride (60%) (61 mg, 1.5 mmol) in DMF (25 mL) was stirred at 0° C. for 5 min. To this, methyl iodide (337 g, 2 mmol) was then added and stirring was continued for another 30 min. The reaction mixture was diluted with EtOAc (200 mL) and washed with water (200 mL×4) and finally with brine (100 mL). The organic layer was separated, ... Starting materials: P(=O)(O)(O)[O-].[Na+] (sodium dihydrogenphosphate), Cl (hydrochloric acid), Cl(=O)[O-].[Na+] (sodium chlorite), C(CC(C)C)OC=1C=C(C=O)C=CC1OCCC(C)C (3,4-diisopentyloxybenzaldehyde). The solvent is O (water), OO (hydrogen peroxide), O (water), O (water), C(Cl)(Cl)Cl (Chloroform), C(C)#N (acetonitrile). Run at time 3.5 hour. Yields the product C(CC(C)C)OC=1C=C(C(=O)O)C=CC1OCCC(C)C (3,4-diisopentyloxybenzoic acid). The yield is 94.6%. RXN SMILES: [CH2:1]([O:6][C:7]1[CH:8]=[C:9]([CH:12]=[CH:13][C:14]=1[O:15][CH2:16][CH2:17][CH:18]([CH3:20])[CH3:19])[CH:10]=[O:11])[CH2:2][CH:3]([CH3:5])[CH3:4].P([O-])(O)(O)=[O:22].[Na+].Cl([O-])=O.[Na+].Cl>C(#N)C.O.OO.C(Cl)(Cl)Cl>[CH2:1]([O:6][C:7]1[CH:8]=[C:9]([CH:12]=[CH:13][C:14]=1[O:15][CH2:16][CH2:17][CH:18]([CH3:20])[CH3:19])[C:10]([OH:22])=[O:11])[CH2:2][CH:3]([CH3:5])[CH3:4] |f:1.2,3.4|. Procedure: In 30 ml of acetonitrile is dissolved 3.0 g of 3,4-diisopentyloxybenzaldehyde, to which are successively added at ambient temperature a solution of 4.5 g of sodium dihydrogenphosphate in 15 ml of water and 1.8 ml of 30% aqueous hydrogen peroxide. Then, a solution of 2.0 g of sodium chlorite in 30 ml of water is dropwise added thereto at 5-10° C., and the mixture thus obtained is stirred at ambient temperature for 3.5 hours. Chloroform and water are added to the reaction mixture, pH is adjusted t...